describe an organic reaction: reactants, conditions, products, and yield From a dataset of the Open Reaction Database (ORD), a public repository of structured organic reaction records. Reactants: Cc1cc(S(=O)(=O)Cl)ccc1Br, CC(C)(C)N, ClCCl, O. Yields the product Cc1cc(S(=O)(=O)NC(C)(C)C)ccc1Br. RXN SMILES: [Br:1][c:2]1[c:3]([CH3:12])[cH:4][c:5]([S:8](=[O:9])(=[O:10])[Cl:11])[cH:6][cH:7]1.[C:13]([CH3:14])([CH3:15])([CH3:16])[NH2:17].[Cl:18][CH2:19][Cl:20].[OH2:21]>>[Br:1][c:2]1[c:3]([CH3:12])[cH:4][c:5]([S:8](=[O:9])(=[O:10])[NH:17][C:13]([CH3:14])([CH3:15])[CH3:16])[cH:6][cH:7]1.